Dataset: the Open Reaction Database (ORD), a public repository of structured organic reaction records. Task: describe an organic reaction: reactants, conditions, products, and yield Starting materials: [Br-], O=C([O-])O, CC1(C)CCCC(C)(C)N1O, [O-]Cl, ClCCl, [Na+], [Na+], [Na+], CC1CCC(CO)N1C(=O)OC(C)(C)C. The product is CC1CCC(C=O)N1C(=O)OC(C)(C)C. As a reaction SMILES: [Br-:28].[C:29](=[O:30])([OH:31])[O-:32].[CH3:16][C:17]1([CH3:26])[N:18]([O:19])[C:20]([CH3:21])([CH3:22])[CH2:23][CH2:24][CH2:25]1.[Cl:34][O-:35].[Cl:37][CH2:38][Cl:39].[Na+:27].[Na+:33].[Na+:36].[OH:1][CH2:2][CH:3]1[N:4]([C:9](=[O:10])[O:11][C:12]([CH3:13])([CH3:14])[CH3:15])[CH:5]([CH3:8])[CH2:6][CH2:7]1>>[O:1]=[CH:2][CH:3]1[N:4]([C:9](=[O:10])[O:11][C:12]([CH3:13])([CH3:14])[CH3:15])[CH:5]([CH3:8])[CH2:6][CH2:7]1. The reactants are CC(Br)C(=O)c1ccccc1, c1ccc(Oc2ccc(C3CCNCC3)cc2)cc1. Product: CC(C(=O)c1ccccc1)N1CCC(c2ccc(Oc3ccccc3)cc2)CC1. As a reaction SMILES: [Br:20][CH:21]([C:22](=[O:23])[c:24]1[cH:25][cH:26][cH:27][cH:28][cH:29]1)[CH3:30].[O:1]([c:2]1[cH:3][cH:4][cH:5][cH:6][cH:7]1)[c:8]1[cH:9][cH:10][c:11]([CH:14]2[CH2:15][CH2:16][NH:17][CH2:18][CH2:19]2)[cH:12][cH:13]1>>[O:1]([c:2]1[cH:3][cH:4][cH:5][cH:6][cH:7]1)[c:8]1[cH:9][cH:10][c:11]([CH:14]2[CH2:15][CH2:16][N:17]([CH:21]([C:22](=[O:23])[c:24]3[cH:25][cH:26][cH:27][cH:28][cH:29]3)[CH3:30])[CH2:18][CH2:19]2)[cH:12][cH:13]1. Reactants: ClC1=C2CCC(C2=CC=C1)N (4-chloro-1-aminoindane), Cl (hydrogenchloride). Run in CCOCC (ether), CCOCC (ether). Reaction conditions: time 48 hour. Product: hydrochloride salt, Cl.ClC1=C2CCC(C2=CC=C1)N (4-chloro-1-aminoindane hydrochloride). RXN SMILES: [Cl:1][C:2]1[CH:10]=[CH:9][CH:8]=[C:7]2[C:3]=1[CH2:4][CH2:5][CH:6]2[NH2:11].Cl>CCOCC>[ClH:1].[Cl:1][C:2]1[CH:10]=[CH:9][CH:8]=[C:7]2[C:3]=1[CH2:4][CH2:5][CH:6]2[NH2:11] |f:3.4|. Procedure: A reaction mixture was prepared in a 250 ml. round bottom flask equipped with magnetic stirrer and drying tube containing the following ingredients: 32.5 g. of ammonium acetate, 2.67 g. of sodium cyanoborohydride (NaBH3CN), 70 ml. of tetrahydrofurane (THF), 60 ml. of methanol and 7 g. of 4-chloro-1-indanone. The reaction mixture was stirred at room temperature for about 48 hours. Thin-layer chromatography indicated only a trace of starting ketone remaining. The reaction mixture was cooled to bel... Reactants: CC(C)([O-])C.[Na+] (Sodium tert-butoxide), Tris(dibenzylidene acetone)dipalladium(0), CC1(C2=C(C(=CC=C2)P(C3=CC=CC=C3)C4=CC=CC=C4)OC5=C(C=CC=C51)P(C6=CC=CC=C6)C7=CC=CC=C7)C (xantphos), ClC=1C=C(C=C(C1)Cl)C1(CNCC1)C(F)(F)F (3-(3,5-dichlorophenyl)-3-(trifluoromethyl)pyrrolidine), ClC1=C(CN2C(C3=CC=CC=C3C2=O)=O)C=CC(=C1)I (2-(2-chloro-4-iodobenzyl)-1H-isoindole-1,3-(2H)-dione), NN (hydrazine). The solvent is C(C)(C)(C)OC (t-butylmethylether), C1(=CC=CC=C1)C (toluene), C(C)(C)(C)OC (t-butylmethylether), CO (methanol). Conditions: temperature 80 celsius, time 3 hour. Product: ClC1=C(C=CC(=C1)N1CC(CC1)(C(F)(F)F)C1=CC(=CC(=C1)Cl)Cl)CN (1-{2-chloro-4-[3-(3,5-dichlorophenyl)-3-(trifluoromethyl)pyrrolidin-1-yl]phenyl}methanamine). Yield: 20.1%. RXN SMILES: CC(C)([O-])C.[Na+].CC1(C)C2C(=C(P(C3C=CC=CC=3)C3C=CC=CC=3)C=CC=2)OC2C(P(C3C=CC=CC=3)C3C=CC=CC=3)=CC=CC1=2.[Cl:49][C:50]1[CH:51]=[C:52]([C:57]2([C:62]([F:65])([F:64])[F:63])[CH2:61][CH2:60][NH:59][CH2:58]2)[CH:53]=[C:54]([Cl:56])[CH:55]=1.[Cl:66][C:67]1[CH:84]=[C:83](I)[CH:82]=[CH:81][C:68]=1[CH2:69][N:70]1C(=O)C2C(=CC=CC=2)C1=O.NN>C1(C)C=CC=CC=1.C(OC)(C)(C)C.CO>[Cl:66][C:67]1[CH:84]=[C:83]([N:59]2[CH2:60][CH2:61][C:57]([C:52]3[CH:51]=[C:50]([Cl:49])[CH:55]=[C:54]([Cl:56])[CH:53]=3)([C:62]([F:65])([F:64])[F:63])[CH2:58]2)[CH:82]=[CH:81][C:68]=1[CH2:69][NH2:70] |f:0.1|. Reported procedure: Sodium tert-butoxide (0.2 g), Tris(dibenzylidene acetone)dipalladium(0) (chloroform adduct)(0.03 g) and xantphos (0.05 g) was added to the solution of 3-(3,5-dichlorophenyl)-3-(trifluoromethyl)pyrrolidine (0.4 g) and 2-(2-chloro-4-iodobenzyl)-1H-isoindole-1,3-(2H)-dione (0.69 g) in toluene under argon atmosphere, and the mixture was heated with stirring at 80° C. for 3 hours. The reaction solution was diluted with t-butylmethylether and then washed with water and brine. The organic layer was dri... Reaction SMILES: [C:1]([Si:2]([c:3]1[cH:4][cH:5][cH:41][cH:42][cH:43]1)([O:6][c:7]1[cH:8][cH:9][c:10]([O:11][CH2:12][CH:13]([CH2:14][NH:15][CH2:16][CH2:17][c:18]2[cH:19][cH:20][c:21]([NH:22][CH:23]3[CH2:24][CH2:25][N:26]([C:29]([CH2:30][CH2:31][CH2:32][CH2:33][CH3:34])=[O:35])[CH2:27][CH2:28]3)[cH:36][cH:37]2)[OH:38])[cH:39][cH:40]1)[c:44]1[cH:45][cH:46][cH:47][cH:48][cH:49]1)([CH3:50])([CH3:51])[CH3:52].[CH3:53][OH:54].[CH:55]([Cl:56])([Cl:57])[Cl:58]>>[OH:6][c:7]1[cH:8][cH:9][c:10]([O:11][CH2:12][CH:13]([CH2:14][NH:15][CH2:16][CH2:17][c:18]2[cH:19][cH:20][c:21]([NH:22][CH:23]3[CH2:24][CH2:25][N:26]([C:29]([CH2:30][CH2:31][CH2:32][CH2:33][CH3:34])=[O:35])[CH2:27][CH2:28]3)[cH:36][cH:37]2)[OH:38])[cH:39][cH:40]1. Starting materials: CCCCCC(=O)N1CCC(Nc2ccc(CCNCC(O)COc3ccc(O[Si](c4ccccc4)(c4ccccc4)C(C)(C)C)cc3)cc2)CC1, CO, ClC(Cl)Cl. Yields the product CCCCCC(=O)N1CCC(Nc2ccc(CCNCC(O)COc3ccc(O)cc3)cc2)CC1.